From a dataset of the Open Reaction Database (ORD), a public repository of structured organic reaction records. describe an organic reaction: reactants, conditions, products, and yield Starting materials: Cl (HCl), C1(=CC=CC=C1)CC(=O)N=C=S (2-phenylacetyl isothiocyanate), FC1=C(OC2=C3C(=NC=C2)C=C(S3)C(=O)Cl)C=CC(=C1)[N+](=O)[O-] (7-(2-Fluoro-4-nitrophenoxy)thieno[3,2-b]pyridine-2-carbonyl chloride), TEA, C(C(C)C)NCC(C)C (diisobutylamine), resultant mixture. The reagents and catalysts are [Fe] (iron). Run in CO (methanol), C1CCOC1 (THF), C(Cl)Cl (CH2Cl2). Reaction conditions: time 1 hour. The product is FC1=C(OC2=C3C(=NC=C2)C=C(S3)C(=O)N(CC(C)C)CC(C)C)C=CC(=C1)NC(=S)NC(CC1=CC=CC=C1)=O (7-(2-Fluoro-4-(3-(2-phenylacetyl)thioureido)phenoxy)-N,N-diisobutylthieno[3,2-b]pyridine-2-carboxamide). Isolated yield 18.0%. RXN SMILES: [F:1][C:2]1[CH:20]=[C:19]([N+:21]([O-])=O)[CH:18]=[CH:17][C:3]=1[O:4][C:5]1[CH:10]=[CH:9][N:8]=[C:7]2[CH:11]=[C:12]([C:14](Cl)=[O:15])[S:13][C:6]=12.[CH2:24]([NH:28][CH2:29][CH:30]([CH3:32])[CH3:31])[CH:25]([CH3:27])[CH3:26].Cl.[C:34]1([CH2:40][C:41]([N:43]=[C:44]=[S:45])=[O:42])[CH:39]=[CH:38][CH:37]=[CH:36][CH:35]=1>C(Cl)Cl.C1COCC1.[Fe].CO>[F:1][C:2]1[CH:20]=[C:19]([NH:21][C:44]([NH:43][C:41](=[O:42])[CH2:40][C:34]2[CH:35]=[CH:36][CH:37]=[CH:38][CH:39]=2)=[S:45])[CH:18]=[CH:17][C:3]=1[O:4][C:5]1[CH:10]=[CH:9][N:8]=[C:7]2[CH:11]=[C:12]([C:14]([N:28]([CH2:29][CH:30]([CH3:32])[CH3:31])[CH2:24][CH:25]([CH3:27])[CH3:26])=[O:15])[S:13][C:6]=12. Procedure: To a solution of 40 (150 mg, 0.385 mmol) and TEA (107 μl, 0.771 mmol) in anhydrous CH2Cl2 under an atmosphere of nitrogen was added diisobutylamine (67 μL, 0.385 mmol). After stirring for 1 hour, methanol (2 mL) was added followed by iron powder (150 mg) and HCl (conc., 0.4 mL). The reaction mixture was stirred for additional 2 hours and then partitioned between ethyl acetate (20 mL) and a mixture of H2O (20 mL) and NH4OH (2 mL). Organic phase was collected, washed with brine, dried over anhydro... The product is [O-]P(=O)([O-])[O-].[O-]P(=O)([O-])[O-].[O-]P(=O)([O-])[O-].[F-].[Ca+2].[Ca+2].[Ca+2].[Ca+2].[Ca+2] (phosphate rock), [OH-].[Ca+2].[OH-] (calcium hydroxide). Run in O (water), O (water). Starting materials: [O-]P(=O)([O-])[O-].[O-]P(=O)([O-])[O-].[O-]P(=O)([O-])[O-].[F-].[Ca+2].[Ca+2].[Ca+2].[Ca+2].[Ca+2] (phosphate rock). As a reaction SMILES: [O-:1][P:2]([O-:5])([O-:4])=[O:3].[O-:6][P:7]([O-:10])([O-:9])=[O:8].[O-:11][P:12]([O-:15])([O-:14])=[O:13].[F-:16].[Ca+2:17].[Ca+2].[Ca+2].[Ca+2].[Ca+2]>O>[O-:3][P:2]([O-:5])([O-:4])=[O:1].[O-:8][P:7]([O-:10])([O-:9])=[O:6].[O-:13][P:12]([O-:15])([O-:14])=[O:11].[F-:16].[Ca+2:17].[Ca+2:17].[Ca+2:17].[Ca+2:17].[Ca+2:17].[OH-:1].[Ca+2:17].[OH-:1] |f:0.1.2.3.4.5.6.7.8,10.11.12.13.14.15.16.17.18,19.20.21|. Reported procedure: A fluid bed reactor unit of the type illustrated in the drawing, having a bed diameter of 10 feet, operates on a feed of about 60 TPH (short tons per hour) of phosphate rock calcines having particle sizes up to -4 mesh. The hot calcines are introduced tnto the fluid bed reactor unit at a temperature of about 500°-600° C (932°-1112° F). The calcines contain about 10-15 % by weight, of CaO. Cooling water is sprayed on the fluidized bed at the rate of 20-30 GPH (Gallons Per Hour) and a fluidizing a... Starting materials: CCC(C)O, N#Cc1cnc(Cl)nc1NCCCN1CCOCC1, Cl, Nc1ccc(S(=O)(=O)NCC2CCCO2)cc1. Product: N#Cc1cnc(Nc2ccc(S(=O)(=O)NCC3CCCO3)cc2)nc1NCCCN1CCOCC1. RXN SMILES: [CH3:38][CH:39]([OH:40])[CH2:41][CH3:42].[Cl:1][c:2]1[n:3][cH:4][c:5]([C:18]#[N:19])[c:6]([NH:8][CH2:9][CH2:10][CH2:11][N:12]2[CH2:13][CH2:14][O:15][CH2:16][CH2:17]2)[n:7]1.[ClH:37].[O:20]1[CH:21]([CH2:25][NH:26][S:27](=[O:28])(=[O:29])[c:30]2[cH:31][cH:32][c:33]([NH2:34])[cH:35][cH:36]2)[CH2:22][CH2:23][CH2:24]1>>[c:2]1([NH:34][c:33]2[cH:32][cH:31][c:30]([S:27]([NH:26][CH2:25][CH:21]3[O:20][CH2:24][CH2:23][CH2:22]3)(=[O:28])=[O:29])[cH:36][cH:35]2)[n:3][cH:4][c:5]([C:18]#[N:19])[c:6]([NH:8][CH2:9][CH2:10][CH2:11][N:12]2[CH2:13][CH2:14][O:15][CH2:16][CH2:17]2)[n:7]1.